This data is from the Open Reaction Database (ORD), a public repository of structured organic reaction records. The task is: describe an organic reaction: reactants, conditions, products, and yield Reactants: C1OC(CCCC(CCCC(C=C)O)O)(C)OC1 (11,11-ethylenedioxy-3,7-dihydroxy-1-dodecene). The reagents and catalysts are [O-2].[O-2].[Mn+4] (manganese dioxide). Run in ClC(C)Cl (dichloroethane). Reaction conditions: time 1 hour. Product: C1OC(CCCC(CCCC(C=C)=O)O)(C)OC1 (11,11-ethylenedioxy-7-hydroxy-1-dodecen-3-one). RXN SMILES: [CH2:1]1[CH2:18][O:17][C:3]([CH3:16])([CH2:4][CH2:5][CH2:6][CH:7]([OH:15])[CH2:8][CH2:9][CH2:10][CH:11]([OH:14])[CH:12]=[CH2:13])[O:2]1>ClC(Cl)C.[O-2].[O-2].[Mn+4]>[CH2:18]1[CH2:1][O:2][C:3]([CH3:16])([CH2:4][CH2:5][CH2:6][CH:7]([OH:15])[CH2:8][CH2:9][CH2:10][C:11](=[O:14])[CH:12]=[CH2:13])[O:17]1 |f:2.3.4|. Procedure: A sample of the crude 11,11-ethylenedioxy-3,7-dihydroxy-1-dodecene (10 g.; prepared as described above) was dissolved in dichloroethane (250 ml.), and to this solution activated manganese dioxide (60 g.) was added. The mixture was stirred for 1 hour at room temperature, filtered, and the filter cake washed 3 times, each time with 250 ml. of dichloroethane. Concentration of the combined filtrate afforded crude 11,11-ethylenedioxy-7-hydroxy-1-dodecen-3-one. Starting materials: CNOC, CC1CC(=O)OC(=O)C1, ClCCl, Cl, c1ccncc1. Yields the product CON(C)C(=O)CC(C)CC(=O)O. Reaction SMILES: [CH3:11][NH:12][O:13][CH3:14].[CH3:1][CH:2]1[CH2:3][C:4](=[O:5])[O:6][C:7](=[O:9])[CH2:8]1.[Cl:21][CH2:22][Cl:23].[ClH:10].[cH:15]1[cH:16][cH:17][n:18][cH:19][cH:20]1>>[CH3:1][CH:2]([CH2:3][C:4](=[O:5])[OH:6])[CH2:8][C:7](=[O:9])[N:12]([CH3:11])[O:13][CH3:14].